From a dataset of the Open Reaction Database (ORD), a public repository of structured organic reaction records. describe an organic reaction: reactants, conditions, products, and yield Starting materials: Cc1nc(C(=O)O)c(C(F)(F)F)o1, CC1(c2cc(N)ccc2F)N=C(N)OCC1(F)F. Product: Cc1nc(C(=O)Nc2ccc(F)c(C3(C)N=C(N)OCC3(F)F)c2)c(C(F)(F)F)o1. Reaction SMILES: [CH3:19][c:20]1[o:21][c:22]([C:28]([F:29])([F:30])[F:31])[c:23]([C:25](=[O:26])[OH:27])[n:24]1.[NH2:1][c:2]1[cH:3][cH:4][c:5]([F:18])[c:6]([C:8]2([CH3:17])[N:9]=[C:10]([NH2:16])[O:11][CH2:12][C:13]2([F:14])[F:15])[cH:7]1>>[NH:1]([c:2]1[cH:3][cH:4][c:5]([F:18])[c:6]([C:8]2([CH3:17])[N:9]=[C:10]([NH2:16])[O:11][CH2:12][C:13]2([F:14])[F:15])[cH:7]1)[C:25]([c:23]1[c:22]([C:28]([F:29])([F:30])[F:31])[o:21][c:20]([CH3:19])[n:24]1)=[O:26]. Starting materials: Brc1cccc(NC2=NCC3(CN4CCC3CC4)O2)n1, CO. Yields the product c1ccc(NC2=NCC3(CN4CCC3CC4)O2)nc1. RXN SMILES: [Br:1][c:2]1[cH:3][cH:4][cH:5][c:6]([NH:8][C:9]2=[N:13][CH2:12][C:11]3([O:10]2)[CH2:14][N:15]2[CH2:16][CH2:17][CH:18]3[CH2:19][CH2:20]2)[n:7]1.[CH3:21][OH:22]>>[cH:2]1[cH:3][cH:4][cH:5][c:6]([NH:8][C:9]2=[N:13][CH2:12][C:11]3([O:10]2)[CH2:14][N:15]2[CH2:16][CH2:17][CH:18]3[CH2:19][CH2:20]2)[n:7]1. Reactants: C#CCO, ClC(Cl)Cl, CCN(C(C)C)C(C)C, [Cu]I, FC(F)(F)Oc1cccc(I)c1, C1CCOC1, O=C(C=Cc1ccccc1)C=Cc1ccccc1, O=C(C=Cc1ccccc1)C=Cc1ccccc1, O=C(C=Cc1ccccc1)C=Cc1ccccc1, [Pd], [Pd], c1ccc(P(c2ccccc2)c2ccccc2)cc1. The product is OCC#Cc1cccc(OC(F)(F)F)c1. As a reaction SMILES: [CH2:32]([C:33]#[CH:34])[OH:35].[CH:103]([Cl:104])([Cl:105])[Cl:106].[CH:36]([N:37]([CH:38]([CH3:39])[CH3:40])[CH2:41][CH3:42])([CH3:43])[CH3:44].[Cu:45][I:46].[I:1][c:2]1[cH:3][c:4]([O:8][C:9]([F:10])([F:11])[F:12])[cH:5][cH:6][cH:7]1.[O:107]1[CH2:108][CH2:109][CH2:110][CH2:111]1.[O:49]=[C:50]([CH:51]=[CH:52][c:53]1[cH:54][cH:55][cH:56][cH:57][cH:58]1)[CH:59]=[CH:60][c:61]1[cH:62][cH:63][cH:64][cH:65][cH:66]1.[O:67]=[C:68]([CH:69]=[CH:70][c:71]1[cH:72][cH:73][cH:74][cH:75][cH:76]1)[CH:77]=[CH:78][c:79]1[cH:80][cH:81][cH:82][cH:83][cH:84]1.[O:85]=[C:86]([CH:87]=[CH:88][c:89]1[cH:90][cH:91][cH:92][cH:93][cH:94]1)[CH:95]=[CH:96][c:97]1[cH:98][cH:99][cH:100][cH:101][cH:102]1.[Pd:47].[Pd:48].[c:13]1([P:14]([c:15]2[cH:16][cH:17][cH:18][cH:19][cH:20]2)[c:21]2[cH:22][cH:23][cH:24][cH:25][cH:26]2)[cH:27][cH:28][cH:29][cH:30][cH:31]1>>[c:2]1([C:34]#[C:33][CH2:32][OH:35])[cH:3][c:4]([O:8][C:9]([F:10])([F:11])[F:12])[cH:5][cH:6][cH:7]1. Reactants: C(C)(=O)C=1C(=NN2N=C(N(C21)CC2=CC=CC=C2)C)C (7-acetyl-1-benzyl-2,6-dimethylpyrazolo[1,5-b]-1,2,4-triazole), Cl (hydrochloric acid). Run in C(C)O (ethanol). Reaction conditions: time 6 hour. The product is C(C1=CC=CC=C1)N1C=2N(N=C1C)N=C(C2)C (1-benzyl-2,6-dimethylpyrazolo[1,5-b]-1,2,4-triazole). Isolated yield 95.0%. RXN SMILES: C([C:4]1[C:5]([CH3:20])=[N:6][N:7]2[C:11]=1[N:10]([CH2:12][C:13]1[CH:18]=[CH:17][CH:16]=[CH:15][CH:14]=1)[C:9]([CH3:19])=[N:8]2)(=O)C.Cl>C(O)C>[CH2:12]([N:10]1[C:9]([CH3:19])=[N:8][N:7]2[N:6]=[C:5]([CH3:20])[CH:4]=[C:11]12)[C:13]1[CH:14]=[CH:15][CH:16]=[CH:17][CH:18]=1. Reported procedure: 2 g of the 7-acetyl-1-benzyl-2,6-dimethylpyrazolo[1,5-b]-1,2,4-triazole thus-obtained was dissolved in 20 ml of ethanol, to the solution was added 20 ml of concentrated hydrochloric acid and the mixture was refluxed by heating. After about 6 hours, the ethanol was distilled off under reduced pressure, the reaction mixture was rendered alkaline with a saturated aqueous solution of sodium hydrogencarbonate and extracted with ethyl acetate to obtain 1.6 g (95% yield) of almost pure deacetylated com... Reactants: C(#N)C=1C=C(C=CC1SC1=C(C=CC=C1)F)S(=O)(=O)N(C1=NC=NS1)CC1=C(C=C(C=C1)OC)OC (3-cyano-N-(2,4-dimethoxybenzyl)-4-[(2-fluorophenyl)thio]-N-1,2,4-thiadiazol-5-ylbenzenesulfonamide), solution, Cl (hydrogen chloride). Solvent: O1CCOCC1 (1,4-dioxane). Conditions: time 8 hour. The product is C(#N)C=1C=C(C=CC1SC1=C(C=CC=C1)F)S(=O)(=O)NC1=NC=NS1 (3-Cyano-4-[(2-fluorophenyl)thio]-N-1,2,4-thiadiazol-5-ylbenzenesulfonamide). Yield: 23.8%. As a reaction SMILES: [C:1]([C:3]1[CH:4]=[C:5]([S:17]([N:20](CC2C=CC(OC)=CC=2OC)[C:21]2[S:25][N:24]=[CH:23][N:22]=2)(=[O:19])=[O:18])[CH:6]=[CH:7][C:8]=1[S:9][C:10]1[CH:15]=[CH:14][CH:13]=[CH:12][C:11]=1[F:16])#[N:2].Cl>O1CCOCC1>[C:1]([C:3]1[CH:4]=[C:5]([S:17]([NH:20][C:21]2[S:25][N:24]=[CH:23][N:22]=2)(=[O:18])=[O:19])[CH:6]=[CH:7][C:8]=1[S:9][C:10]1[CH:15]=[CH:14][CH:13]=[CH:12][C:11]=1[F:16])#[N:2]. Reported procedure: To 3-cyano-N-(2,4-dimethoxybenzyl)-4-[(2-fluorophenyl)thio]-N-1,2,4-thiadiazol-5-ylbenzenesulfonamide (Preparation 13, 0.320 g, 0.590 mmol) was added a 4M solution of hydrogen chloride in 1,4-dioxane (10 mL). The reaction was stirred at ambient temperature overnight before concentrating in vacuo. The residue purified by silica gel flash column chromatography (ethyl acetate:methanol elution) followed by reverse phase column chromatography to afford the title compound as a solid (0.055 g, 24%).